Dataset: the Open Reaction Database (ORD), a public repository of structured organic reaction records. Task: describe an organic reaction: reactants, conditions, products, and yield Reactants: CC(C)(C)N(C([O-])=O)CC1=CC(=CC=C1)C1CN(CC1)CC1=CC=CC=C1 (1,1-dimethylethyl[[3-[1-(phenylmethyl) -3-pyrrolidinyl]phenyl]methyl]carbamate). Reagents/catalysts: [Pd] (palladium on charcoal). Run in CO (methanol). Yields the product N1CC(CC1)C=1C=C(C=CC1)CNC(OC(C)(C)C)=O (1,1-Dimethylethyl [[3-(3-pyrrolidinyl)phenyl]methyl]-carbamate). Isolated yield 175.9%. Reaction SMILES: CC([N:5]([CH2:9][C:10]1[CH:15]=[CH:14][CH:13]=[C:12]([CH:16]2[CH2:20][CH2:19][N:18](CC3C=CC=CC=3)[CH2:17]2)[CH:11]=1)[C:6](=[O:8])[O-:7])(C)C>[Pd].CO>[NH:18]1[CH2:19][CH2:20][CH:16]([C:12]2[CH:11]=[C:10]([CH2:9][NH:5][C:6](=[O:8])[O:7][C:10]([CH3:15])([CH3:11])[CH3:9])[CH:15]=[CH:14][CH:13]=2)[CH2:17]1. Reported procedure: A suspension of 1,1-dimethylethyl[[3-[1-(phenylmethyl) -3-pyrrolidinyl]phenyl]methyl]carbamate (4.50 g, 12.3 mmol) and 20% palladium on charcoal catalyst (0.30 g) in methanol (100 mL) was hydrogenated in a Parr apparatus at 3 atm. The suspension was filtered through a pad of Celite and the filtrate concentrated to give an orange oil. This oil was chromatographed (silica gel, dichloromethane-methanol 1:1 containing 1% ammonia) to give the title compound (2.99 g, 88%) as a pale yellow oil. Starting materials: C1(CC1)C=1NC2=C(N1)C=CC(=C2)N (2-cyclopropyl-5-aminobenzimidazole), BrBr (Br2). Solvent: CC(=O)O (AcOH). Conditions: temperature 25 celsius, time 1 hour. The product is C1(CC1)C=1NC2=C(N1)C=CC(=C2Br)N (2-Cyclopropyl-4-bromo-5-aminobenzimidazole). The yield is 94.7%. RXN SMILES: [CH:1]1([C:4]2[NH:5][C:6]3[CH:12]=[C:11]([NH2:13])[CH:10]=[CH:9][C:7]=3[N:8]=2)[CH2:3][CH2:2]1.[Br:14]Br>CC(O)=O>[CH:1]1([C:4]2[NH:5][C:6]3[C:12]([Br:14])=[C:11]([NH2:13])[CH:10]=[CH:9][C:7]=3[N:8]=2)[CH2:3][CH2:2]1. Reported procedure: To a solution of 0.87 g (4.9 mmol) of 2-cyclopropyl-5-aminobenzimidazole in 50 ml of AcOH was added 0.10 ml (1.9 mmol) of Br2 dropwise and resulting reaction mixture was stirred for 1 h at 25° C. The reaction mixture was concentrated in vacuo and purified on silica gel column chromatography (5% MeOH/EtOAC) to yield 0.42 g (1.8 mmol, >95%) of the desired product. The reactants are C(CCCCC)O (1-hexanol), aqueous solution, [OH-].[Na+] (sodium hydroxide), C(Cl)C1CO1 (epichlorohydrin). Reagents/catalysts: [Sn](F)F (tin difluoride). Reaction conditions: temperature 115 celsius, time 8 hour. Yields the product C(C1CO1)OCCCCCC (1-hexanol glycidyl ether). Isolated yield 90.2%. Reaction SMILES: [CH2:1]([OH:7])[CH2:2][CH2:3][CH2:4][CH2:5][CH3:6].[CH2:8]([CH:10]1[O:12][CH2:11]1)Cl.[OH-].[Na+]>[Sn](F)F>[CH2:8]([O:7][CH2:1][CH2:2][CH2:3][CH2:4][CH2:5][CH3:6])[CH:10]1[O:12][CH2:11]1 |f:2.3|. Reported procedure: A reactor equipped with stirrer, reflux condenser and thermometer is charged with 102.18 g (1.0 mol) of 1-hexanol and 3.14 g (0.02 mol) of powdered tin difluoride, and the charge is heated to 115° C. Then, with efficient stirring, 86.26 ml (1.1 mol) of epichlorohydrin are added over 1 hour. The reaction is allowed to continue for 8 hours, during which time the temperature slowly rises to about 125° C. The reaction mixture is cooled to 55° C. and then, at this temperature, 88 g (1.1 mol) of a 50%... Starting materials: CC1=CC(=C(C(=C1)C(=O)C)O)[N+](=O)[O-] (2-Hydroxy-5-methyl-3-nitroacetophenone), C(C=C)OC1=C(C=C(C=O)C=C1)COCC=C (4-(allyloxy)-3-[(allyloxy)methyl]benzaldehyde). Product: C(C=C)OC1=C(C=C(C=C1)/C=C/C(=O)C1=C(C(=CC(=C1)C)[N+](=O)[O-])O)COCC=C ((E)-3-{4-(allyloxy)-3-[(allyloxy)methyl]phenyl}-1-(2-hydroxy-5-methyl-3-nitrophenyl)-2-propen-1-one). The yield is 44.8%. Reaction SMILES: [CH3:1][C:2]1[CH:7]=[C:6]([C:8]([CH3:10])=[O:9])[C:5]([OH:11])=[C:4]([N+:12]([O-:14])=[O:13])[CH:3]=1.[CH2:15]([O:18][C:19]1[CH:26]=[CH:25][C:22]([CH:23]=O)=[CH:21][C:20]=1[CH2:27][O:28][CH2:29][CH:30]=[CH2:31])[CH:16]=[CH2:17]>>[CH2:15]([O:18][C:19]1[CH:26]=[CH:25][C:22](/[CH:23]=[CH:10]/[C:8]([C:6]2[CH:7]=[C:2]([CH3:1])[CH:3]=[C:4]([N+:12]([O-:14])=[O:13])[C:5]=2[OH:11])=[O:9])=[CH:21][C:20]=1[CH2:27][O:28][CH2:29][CH:30]=[CH2:31])[CH:16]=[CH2:17]. Procedure details: 2-Hydroxy-5-methyl-3-nitroacetophenone (500 mg, 2.56 mmol) and 4-(allyloxy)-3-[(allyloxy)methyl]benzaldehyde (760 mg, 3.27 mmol) were reacted according to the same procedure as Preparation 22 to give 470 mg (Yield 45%) of the title compound. Starting materials: CC(C)c1c(C(=O)NCc2ccc(F)c(F)c2)c2ccc(O)cc2n1Cc1ccccc1, CCOC(C)=O, CCI, [K+], [K+], O=C([O-])[O-], CN(C)C=O. Yields the product CCOc1ccc2c(C(=O)NCc3ccc(F)c(F)c3)c(C(C)C)n(Cc3ccccc3)c2c1. Reaction SMILES: [CH2:1]([c:2]1[cH:3][cH:4][cH:5][cH:6][cH:7]1)[n:8]1[c:9]([CH:30]([CH3:31])[CH3:32])[c:10]([C:18](=[O:19])[NH:20][CH2:21][c:22]2[cH:23][c:24]([F:29])[c:25]([F:28])[cH:26][cH:27]2)[c:11]2[cH:12][cH:13][c:14]([OH:17])[cH:15][c:16]12.[CH3:47][CH2:48][O:49][C:50]([CH3:51])=[O:52].[I:39][CH2:40][CH3:41].[K+:33].[K+:34].[O-:35][C:36]([O-:37])=[O:38].[O:42]=[CH:43][N:44]([CH3:45])[CH3:46]>>[CH2:1]([c:2]1[cH:3][cH:4][cH:5][cH:6][cH:7]1)[n:8]1[c:9]([CH:30]([CH3:31])[CH3:32])[c:10]([C:18](=[O:19])[NH:20][CH2:21][c:22]2[cH:23][c:24]([F:29])[c:25]([F:28])[cH:26][cH:27]2)[c:11]2[cH:12][cH:13][c:14]([O:17][CH2:40][CH3:41])[cH:15][c:16]12.